describe an organic reaction: reactants, conditions, products, and yield From a dataset of the Open Reaction Database (ORD), a public repository of structured organic reaction records. The reactants are F[B-](F)(F)F, CCN(C(C)C)C(C)C, COC(=O)c1ccccc1OCc1ccc(CC(=O)O)cc1, CCOC(C)=O, CN(C)C=O, CCCCCCCNCCc1ccccc1, CN(C)C(On1nnc2ccccc21)=[N+](C)C. Yields the product CCCCCCCN(CCc1ccccc1)C(=O)Cc1ccc(COc2ccccc2C(=O)OC)cc1. As a reaction SMILES: [B-:39]([F:40])([F:41])([F:42])[F:43].[CH2:61]([N:62]([CH:63]([CH3:64])[CH3:65])[CH:66]([CH3:67])[CH3:68])[CH3:69].[CH3:17][O:18][C:19](=[O:20])[c:21]1[c:22]([O:23][CH2:24][c:25]2[cH:26][cH:27][c:28]([CH2:31][C:32](=[O:33])[OH:34])[cH:29][cH:30]2)[cH:35][cH:36][cH:37][cH:38]1.[CH3:75][CH2:76][O:77][C:78]([CH3:79])=[O:80].[O:70]=[CH:71][N:72]([CH3:73])[CH3:74].[c:1]1([CH2:7][CH2:8][NH:9][CH2:10][CH2:11][CH2:12][CH2:13][CH2:14][CH2:15][CH3:16])[cH:2][cH:3][cH:4][cH:5][cH:6]1.[n:44]1([O:45][C:46]([N:47]([CH3:48])[CH3:49])=[N+:50]([CH3:51])[CH3:52])[c:53]2[cH:54][cH:55][cH:56][cH:57][c:58]2[n:59][n:60]1>>[c:1]1([CH2:7][CH2:8][N:9]([CH2:10][CH2:11][CH2:12][CH2:13][CH2:14][CH2:15][CH3:16])[C:32]([CH2:31][c:28]2[cH:27][cH:26][c:25]([CH2:24][O:23][c:22]3[c:21]([C:19]([O:18][CH3:17])=[O:20])[cH:38][cH:37][cH:36][cH:35]3)[cH:30][cH:29]2)=[O:34])[cH:2][cH:3][cH:4][cH:5][cH:6]1. Starting materials: ClC1=CC(=C(/C=C/C(=O)OC)C=C1)NC(=O)OCC (methyl trans-4-chloro-2-(ethoxycarbonylamino)cinnamate), Br.BrCC(=O)C1=NC=CC(=C1)C (2-bromoacetyl-4-methylpyridine hydrobromide), C([O-])([O-])=O.[K+].[K+] (potassium carbonate). Run in C(C)#N (acetonitrile). Product: ClC1=CC=C2C(=C(NC2=C1)C(=O)C1=NC=CC(=C1)C)CC(=O)O ([6-Chloro-2-(4-methylpyridine-2-Carbonyl)-1H-indol-3-yl]acetic Acid). Yield: 20.0%. Reaction SMILES: [Cl:1][C:2]1[CH:13]=[CH:12][C:5](/[CH:6]=[CH:7]/[C:8]([O:10]C)=[O:9])=[C:4]([NH:14][C:15](OCC)=O)[CH:3]=1.Br.BrC[C:23]([C:25]1[CH:30]=[C:29]([CH3:31])[CH:28]=[CH:27][N:26]=1)=[O:24].C(=O)([O-])[O-].[K+].[K+]>C(#N)C>[Cl:1][C:2]1[CH:3]=[C:4]2[C:5]([C:6]([CH2:7][C:8]([OH:10])=[O:9])=[C:15]([C:23]([C:25]3[CH:30]=[C:29]([CH3:31])[CH:28]=[CH:27][N:26]=3)=[O:24])[NH:14]2)=[CH:12][CH:13]=1 |f:1.2,3.4.5|. Procedure details: A mixture of methyl trans-4-chloro-2-(ethoxycarbonylamino)cinnamate (step 1, 1.5 g, 5.3 mmol), 2-bromoacetyl-4-methylpyridine hydrobromide*, potassium carbonate (7.3 g, 53 mmol) and acetonitrile (50 ml) was heated at reflux temperature for 17 h. The mixture was then cooled and concentrated. The residue was diluted in ethyl acetate (200 ml) and washed with water (200 ml) and brine (200 ml). After drying (MgSO4) and removal of solvent, the crude product was purified by flash column chromatography ... Reactants: Epoxides, C1(CCCCC1)O (cyclohexanol), C1C(C2=CC=CC=C2)O1 (styrene oxide), N1(CCCC1)[BH3-].[Li+] (lithium pyrrolidinoborohydride), C12C(CCCC1)O2 (cyclohexene oxide). Yields the product C1(=CC=CC=C1)CCO (2-phenylethanol). RXN SMILES: N1([BH3-])CCCC1.[Li+].C12OC1CCCC2.C1(O)CCCCC1.[CH2:22]1[O:30][CH:23]1[C:24]1[CH:29]=[CH:28][CH:27]=[CH:26][CH:25]=1>>[C:24]1([CH2:23][CH2:22][OH:30])[CH:29]=[CH:28][CH:27]=[CH:26][CH:25]=1 |f:0.1|. Procedure details: Epoxides are reduced readily with lithium pyrrolidinoborohydride. Thus, cyclohexene oxide is reduced to cyclohexanol, and styrene oxide gives predominantly 2-phenylethanol (see Reaction Sequences 7 and 8). ##STR6##